From a dataset of the Open Reaction Database (ORD), a public repository of structured organic reaction records. describe an organic reaction: reactants, conditions, products, and yield The reactants are C(C1=CC=CC=C1)N(CCN)CC1=CC=CC=C1 (N,N dibenzylethylenediamine), compound. The solvent is O (Water). Product: C1=CC=C(C=C1)CNCCNCC2=CC=CC=C2 (Benzathine). As a reaction SMILES: C([N:8]([CH2:12][C:13]1[CH:18]=[CH:17][CH:16]=[CH:15][CH:14]=1)[CH2:9][CH2:10][NH2:11])C1C=CC=CC=1>O>[CH:16]1[CH:17]=[CH:18][C:13]([CH2:12][NH:11][CH2:10][CH2:9][NH:8][CH2:12][C:13]2[CH:14]=[CH:15][CH:16]=[CH:17][CH:18]=2)=[CH:14][CH:15]=1. Procedure details: HPLC analysis shows there to be 19.7% N,N dibenzylethylenediamine and 80% compound of Example 42 to be present by total area analysis. Water is present at 0.3%. This gives a stoichiometric ratio of compound to base of 1:0:5.